This data is from the Open Reaction Database (ORD), a public repository of structured organic reaction records. The task is: describe an organic reaction: reactants, conditions, products, and yield The reactants are C1CCOC1, [O-][Cl+3]([O-])([O-])O, COC=Cc1cccc(Cl)c1Cl, O. The product is O=CCc1cccc(Cl)c1Cl. As a reaction SMILES: [CH2:18]1[O:19][CH2:20][CH2:21][CH2:22]1.[Cl+3:13]([OH:14])([O-:15])([O-:16])[O-:17].[Cl:1][c:2]1[c:3]([Cl:12])[c:4]([CH:8]=[CH:9][O:10][CH3:11])[cH:5][cH:6][cH:7]1.[OH2:23]>>[Cl:1][c:2]1[c:3]([Cl:12])[c:4]([CH2:8][CH:9]=[O:10])[cH:5][cH:6][cH:7]1. The reactants are ClCC1=NC2=CC=CC=C2C=C1 (2-chloromethyl quinoline), 3-(2-quinolinylmethoxy)acetophenone, C(O)(O)=O.NNC(=N)N (amino guanidine bicarbonate), 1B. Product: N1=C(C=CC2=CC=CC=C12)COC=1C=C(C=CC1)C(C)=NNC(N)=N (2-[1-[3-(2-Quinolinylmethoxy)phenyl]ethylidene]hydrazinecarboximidamide). Yield: 65.0%. As a reaction SMILES: Cl[CH2:2][C:3]1[CH:12]=[CH:11][C:10]2[C:5](=[CH:6][CH:7]=[CH:8][CH:9]=2)[N:4]=1.[C:13](=[O:16])(O)O.[NH2:17][NH:18][C:19]([NH2:21])=[NH:20]>>[N:4]1[C:5]2[C:10](=[CH:9][CH:8]=[CH:7][CH:6]=2)[CH:11]=[CH:12][C:3]=1[CH2:2][O:16][C:13]1[CH:9]=[C:10]([C:11](=[N:17][NH:18][C:19](=[NH:21])[NH2:20])[CH3:12])[CH:5]=[CH:6][CH:7]=1 |f:1.2|. Reported procedure: In a similar manner to Example 1A and using 2-chloromethyl quinoline, 3-(2-quinolinylmethoxy)acetophenone is prepared (13.1 g, m.p. 57°-59° C., 47% yield). This product is reacted with amino guanidine bicarbonate as in 1B above to give 2.35 g of product (65% yield), m.p. 168°-170° C.